This data is from the Open Reaction Database (ORD), a public repository of structured organic reaction records. The task is: describe an organic reaction: reactants, conditions, products, and yield Starting materials: C1(CCCCC1)P(C1=C(C=CC=C1)C1=C(C=CC=C1OC)OC)C1CCCCC1 (dicyclohexyl(2′,6′-dimethoxy-[1,1′-biphenyl]-2-yl)phosphine), C1(=C(C=CC=C1)B(O)O)C (o-tolylboronic acid), C(C)(C)(C)O[C@H](C(=O)OC)C=1C(=NC=2N(C1C=1C(=C3CCCOC3=C(C1)F)C)N=C(C2)C2=CC(=CC=C2)Cl)C ((2S)-methyl 2-(tert-butoxy)-2-(2-(3-chlorophenyl)-7-(8-fluoro-5-methylchroman-6-yl)-5-methylpyrazolo[1,5-a]pyrimidin-6-yl)acetate), [O-]P(=O)([O-])[O-].[K+].[K+].[K+] (K3PO4). The reagents and catalysts are C(C)(=O)[O-].[Pd+2].C(C)(=O)[O-] (PALLADIUM(II) ACETATE). Solvent: CN(C)C=O (DMF). Run at temperature 130 celsius. Product: C(C)(C)(C)O[C@H](C(=O)OC)C=1C(=NC=2N(C1C=1C(=C3CCCOC3=C(C1)F)C)N=C(C2)C=2C=C(C=CC2)C2=C(C=CC=C2)C)C ((2S)-Methyl 2-(tert-butoxy)-2-(7-(8-fluoro-5-methylchroman-6-yl)-5-methyl-2-(2′-methyl-[1,1′-biphenyl]-3-yl)pyrazolo[1,5-a]pyrimidin-6-yl)acetate). Yield: 51.2%. RXN SMILES: C1(P(C2CCCCC2)[C:8]2[CH:13]=[CH:12][CH:11]=[CH:10][C:9]=2[C:14]2C(OC)=CC=CC=2OC)CCCCC1.C1(C)C=CC=CC=1B(O)O.[C:40]([O:44][C@@H:45]([C:50]1[C:51]([CH3:78])=[N:52][C:53]2[N:54]([N:68]=[C:69]([C:71]3[CH:76]=[CH:75][CH:74]=[C:73](Cl)[CH:72]=3)[CH:70]=2)[C:55]=1[C:56]1[C:57]([CH3:67])=[C:58]2[C:63](=[C:64]([F:66])[CH:65]=1)[O:62][CH2:61][CH2:60][CH2:59]2)[C:46]([O:48][CH3:49])=[O:47])([CH3:43])([CH3:42])[CH3:41].[O-]P([O-])([O-])=O.[K+].[K+].[K+]>CN(C=O)C.C([O-])(=O)C.[Pd+2].C([O-])(=O)C>[C:40]([O:44][C@@H:45]([C:50]1[C:51]([CH3:78])=[N:52][C:53]2[N:54]([N:68]=[C:69]([C:71]3[CH:72]=[C:73]([C:8]4[CH:13]=[CH:12][CH:11]=[CH:10][C:9]=4[CH3:14])[CH:74]=[CH:75][CH:76]=3)[CH:70]=2)[C:55]=1[C:56]1[C:57]([CH3:67])=[C:58]2[C:63](=[C:64]([F:66])[CH:65]=1)[O:62][CH2:61][CH2:60][CH2:59]2)[C:46]([O:48][CH3:49])=[O:47])([CH3:43])([CH3:42])[CH3:41] |f:3.4.5.6,8.9.10|. Procedure details: To a 2-5 ml microwave tube was added dicyclohexyl(2′,6′-dimethoxy-[1,1′-biphenyl]-2-yl)phosphine (595 mg, 1.449 mmol), PALLADIUM(II) ACETATE (163 mg, 0.725 mmol), o-tolylboronic acid (296 mg, 2.174 mmol) and (2S)-methyl 2-(tert-butoxy)-2-(2-(3-chlorophenyl)-7-(8-fluoro-5-methylchroman-6-yl)-5-methylpyrazolo[1,5-a]pyrimidin-6-yl)acetate (400 mg, 0.725 mmol) in DMF (1.5 mL), followed by 2M K3PO4 solution (200 μl). The reaction mixture was heated in a microwave reactor at 130° C. for 30 min. The re... Starting materials: CC(C)(C)[N+](=O)[O-], CC(=O)O, CCO, O=Cc1ccc(F)cc1F, [Zn]. The product is CC(C)(C)[N+]([O-])=Cc1ccc(F)cc1F. As a reaction SMILES: [CH3:11][C:12]([CH3:13])([CH3:14])[N+:15](=[O:16])[O-:17].[CH3:18][C:19](=[O:20])[OH:21].[CH3:22][CH2:23][OH:24].[F:1][c:2]1[c:3]([CH:4]=[O:5])[cH:6][cH:7][c:8]([F:10])[cH:9]1.[Zn:25]>>[F:1][c:2]1[c:3]([CH:4]=[N+:15]([C:12]([CH3:11])([CH3:13])[CH3:14])[O-:16])[cH:6][cH:7][c:8]([F:10])[cH:9]1. The reactants are C=CCN1CC(C)N(C(c2cccc(O)c2)c2cccc(C#N)c2)CC1C, CCO, Cl, [Na+], [OH-], OO. The product is C=CCN1CC(C)N(C(c2cccc(O)c2)c2cccc(C(N)=O)c2)CC1C. Reaction SMILES: [CH2:3]([CH:4]=[CH2:5])[N:6]1[CH2:7][CH:8]([CH3:29])[N:9]([CH:13]([c:14]2[cH:15][c:16]([OH:20])[cH:17][cH:18][cH:19]2)[c:21]2[cH:22][c:23]([C:24]#[N:25])[cH:26][cH:27][cH:28]2)[CH2:10][CH:11]1[CH3:12].[CH3:33][CH2:34][OH:35].[ClH:32].[Na+:31].[OH-:30].[OH:1][OH:2]>>[O:1]=[C:24]([c:23]1[cH:22][c:21]([CH:13]([N:9]2[CH:8]([CH3:29])[CH2:7][N:6]([CH2:3][CH:4]=[CH2:5])[CH:11]([CH3:12])[CH2:10]2)[c:14]2[cH:15][c:16]([OH:20])[cH:17][cH:18][cH:19]2)[cH:28][cH:27][cH:26]1)[NH2:25]. Starting materials: ClC1=CC(=CC=C1)OC[C@@H](CCl)C (1-chloro-3-{[(2S)-3-chloro-2-methylpropyl]oxy}benzene), CC(C(=O)NC1=CC(=CC=C1)C1CCNCC1)C (2-methyl-N-[3-(4-piperidinyl)phenyl]propanamide). The product is ClC=1C=C(OC[C@@H](CN2CCC(CC2)C=2C=C(C=CC2)NC(C(C)C)=O)C)C=CC1 (N-(3-{1-[(2R)-3-(3-CHLOROPHENOXY)-2-METHYLPROPYL]-4-PIPERIDINYL}PHENYL)-2-METHYLPROPANAMIDE). Reaction SMILES: [Cl:1][C:2]1[CH:7]=[CH:6][CH:5]=[C:4]([O:8][CH2:9][C@H:10]([CH3:13])[CH2:11]Cl)[CH:3]=1.[CH3:14][CH:15]([CH3:31])[C:16]([NH:18][C:19]1[CH:24]=[CH:23][CH:22]=[C:21]([CH:25]2[CH2:30][CH2:29][NH:28][CH2:27][CH2:26]2)[CH:20]=1)=[O:17]>>[Cl:1][C:2]1[CH:3]=[C:4]([CH:5]=[CH:6][CH:7]=1)[O:8][CH2:9][C@H:10]([CH3:13])[CH2:11][N:28]1[CH2:29][CH2:30][CH:25]([C:21]2[CH:20]=[C:19]([NH:18][C:16](=[O:17])[CH:15]([CH3:14])[CH3:31])[CH:24]=[CH:23][CH:22]=2)[CH2:26][CH2:27]1. Procedure details: Prepared by Procedure G and Scheme B1 using 1-chloro-3-{[(2S)-3-chloro-2-methylpropyl]oxy}benzene and 2-methyl-N-[3-(4-piperidinyl)phenyl]propanamide: ESMS m/e: 429.1 (M+H)+. The reactants are Cl (hydrochloric acid), N1=C(N)N=C(N)N=C1N (melamine). Conditions: time 16.5 hour. The product is Cl.N1=C(N)N=C(N)N=C1N (melamine monohydrochloride). Isolated yield 87.4%. RXN SMILES: [ClH:1].[N:2]1[C:9]([NH2:10])=[N:8][C:6]([NH2:7])=[N:5][C:3]=1[NH2:4]>>[ClH:1].[N:2]1[C:9]([NH2:10])=[N:8][C:6]([NH2:7])=[N:5][C:3]=1[NH2:4] |f:2.3|. Reported procedure: A charge of 500 grams of 37.7 percent hydrochloric acid was placed into a 500 milliliter, 3-neck flask fitted with a mechanical stirrer, a thermometer, and a reflux condenser. Into said reaction flask was then added 63 grams of melamine. The reaction mixture was heated to reflux and maintained at reflux for 1.5 hours. The reaction flask was then exposed to room temperature for a 16 to 17 hour period. The reaction product was filtered and washed with 300 milliliters of deionized water. The washed... Starting materials: C1COCCN1, NC(=O)c1cc(-c2cccc(F)c2)cc2c(C3CCN(S(=O)(=O)CCCCl)CC3)n[nH]c12, [K+], [K+], O=C([O-])[O-], CN(C)C=O. Product: NC(=O)c1cc(-c2cccc(F)c2)cc2c(C3CCN(S(=O)(=O)CCCN4CCOCC4)CC3)n[nH]c12. RXN SMILES: [CH2:39]1[CH2:40][O:41][CH2:42][CH2:43][NH:44]1.[Cl:1][CH2:2][CH2:3][CH2:4][S:5](=[O:6])(=[O:7])[N:8]1[CH2:9][CH2:10][CH:11]([c:14]2[n:15][nH:16][c:17]3[c:18]([C:30](=[O:31])[NH2:32])[cH:19][c:20](-[c:23]4[cH:24][c:25]([F:29])[cH:26][cH:27][cH:28]4)[cH:21][c:22]23)[CH2:12][CH2:13]1.[K+:33].[K+:34].[O-:35][C:36]([O-:37])=[O:38].[O:45]=[CH:46][N:47]([CH3:48])[CH3:49]>>[CH2:2]([CH2:3][CH2:4][S:5](=[O:6])(=[O:7])[N:8]1[CH2:9][CH2:10][CH:11]([c:14]2[n:15][nH:16][c:17]3[c:18]([C:30](=[O:31])[NH2:32])[cH:19][c:20](-[c:23]4[cH:24][c:25]([F:29])[cH:26][cH:27][cH:28]4)[cH:21][c:22]23)[CH2:12][CH2:13]1)[N:44]1[CH2:39][CH2:40][O:41][CH2:42][CH2:43]1. Starting materials: N1(CCCC1)C(CN1N=CC(=C1)C=1C=NC(=NC1)C1=CC(=CC=C1)B1OC(C(O1)(C)C)(C)C)=O (1-Pyrrolidin-1-yl-2-(4-{2-[3-(4,4,5,5-tetramethyl-[1,3,2]dioxaborolan-2-yl)-phenyl]-pyrimidin-5-yl}-pyrazol-1-yl)-ethanone), N1(CCCC1)C(CN1N=CC(=C1)C=1C=NC(=NC1)C1=CC(=CC=C1)B1OC(C(O1)(C)C)(C)C)=O (1-Pyrrolidin-1-yl-2-(4-{2-[3-(4,4,5,5-tetramethyl-[1,3,2]dioxaborolan-2-yl)-phenyl]-pyrimidin-5-yl}-pyrazol-1-yl)-ethanone), BrC1=CN=CN1C (5-bromo-1-methyl-1H-imidazole), Pd(Ph3)4, C([O-])([O-])=O.[K+].[K+] (potassium carbonate), C1CCCCC1 (cyclohexane), BrC1=CN=CN1C (5-bromo-1-methyl-1H-imidazole). Run in O (water), C(Cl)Cl (DCM), O (water). Conditions: temperature 120 celsius. The product is CN1C=NC=C1C=1C=C(C=CC1)C1=NC=C(C=N1)C=1C=NN(C1)CC(=O)N1CCCC1 (2-(4-{2-[3-(3-Methyl-3H-imidazol-4-yl)-phenyl]-pyrimidin-5-yl}-pyrazol-1-yl)-1-pyrrolidin-1-yl-ethanone). Isolated yield 44.0%. Reaction SMILES: [N:1]1([C:6](=[O:34])[CH2:7][N:8]2[CH:12]=[C:11]([C:13]3[CH:14]=[N:15][C:16]([C:19]4[CH:24]=[CH:23][CH:22]=[C:21](B5OC(C)(C)C(C)(C)O5)[CH:20]=4)=[N:17][CH:18]=3)[CH:10]=[N:9]2)[CH2:5][CH2:4][CH2:3][CH2:2]1.Br[C:36]1[N:40]([CH3:41])[CH:39]=[N:38][CH:37]=1.C(=O)([O-])[O-].[K+].[K+].C1CCCCC1>O.C(Cl)Cl>[CH3:41][N:40]1[C:36]([C:21]2[CH:20]=[C:19]([C:16]3[N:15]=[CH:14][C:13]([C:11]4[CH:10]=[N:9][N:8]([CH2:7][C:6]([N:1]5[CH2:5][CH2:4][CH2:3][CH2:2]5)=[O:34])[CH:12]=4)=[CH:18][N:17]=3)[CH:24]=[CH:23][CH:22]=2)=[CH:37][N:38]=[CH:39]1 |f:2.3.4|. Reported procedure: A mixture of 1-Pyrrolidin-1-yl-2-(4-{2-[3-(4,4,5,5-tetramethyl-[1,3,2]dioxaborolan-2-yl)-phenyl]-pyrimidin-5-yl}-pyrazol-1-yl)-ethanone (4 mL of the solution obtained in step 1), 5-bromo-1-methyl-1H-imidazole (35 mg; 0.22 mmol; 1.0 eq.), Pd(Ph3)4 (13 mg; 0.01 mmol; 0.05 eq.) and potassium carbonate (90 mg; 0.65 mmol; 3.0 eq.) in water (0.73 mL) was heated at 120° C. in MW for 30 min. Addition of 5-bromo-1-methyl-1H-imidazole (35 mg; 0.22 mmol; 1.0 eq.) and heating at 120° C. for 30 min had to be... The reactants are Cl.C(=O)(O)C12CCC(CC1)(CC2)CN (4-carboxybicyclo[2.2.2]octanemethylamine hydrochloride salt), CC(C)(C)OC(=O)ON=C(C#N)C1=CC=CC=C1 (BOC-ON), O (H2O), TEA. The solvent is C1CCOC1 (THF). Reaction conditions: time 24 hour. The product is C(=O)(OC(C)(C)C)C1C2(CCC(C1)(CC2)CN)C(=O)O (Boc-4-aminomethylbicyclo-[2.2.2]octane carboxylic acid). RXN SMILES: Cl.[C:2]([C:5]12[CH2:12][CH2:11][C:8]([CH2:13][NH2:14])([CH2:9][CH2:10]1)[CH2:7][CH2:6]2)([OH:4])=[O:3].O.[CH3:16][C:17]([O:20][C:21](ON=C(C1C=CC=CC=1)C#N)=[O:22])([CH3:19])[CH3:18]>C1COCC1>[C:21]([CH:6]1[CH2:7][C:8]2([CH2:13][NH2:14])[CH2:11][CH2:12][C:5]1([C:2]([OH:4])=[O:3])[CH2:10][CH2:9]2)([O:20][C:17]([CH3:19])([CH3:18])[CH3:16])=[O:22] |f:0.1|. Procedure details: A sample of 8.79 g (40.0 mmol) of 4-carboxybicyclo[2.2.2]octanemethylamine hydrochloride salt suspended in 100 ml each of THF and H2O was treated with 20.0 ml (14.6 g=3.3 equiv.) of TEA, followed by 11.8 g (47.9 mmol) of BOC-ON reagent. All went into solution, and after stirring 24 hr the solution was concentrated in vacuo to a volume of about 50 ml and partitioned between 100 ml of ether and 300 ml of H2O. After addition of about 2 ml of TEA the aqueous layer was washed with ether (3×), each et... Reactants: NC1=CC2=CC=CC=C2C=C1N (2,3-diaminonaphthalene), BrCCC(=O)OCC (ethyl 3-bromopropionate), O (water). Run in CN(C)C=O (DMF). Product: C(C)OC(CCNC1=CC2=CC=CC=C2C=C1N)=O (3-(3-Aminonaphthalen-2-ylamino)propionic acid ethyl ester). RXN SMILES: [NH2:1][C:2]1[C:11]([NH2:12])=[CH:10][C:9]2[C:4](=[CH:5][CH:6]=[CH:7][CH:8]=2)[CH:3]=1.Br[CH2:14][CH2:15][C:16]([O:18][CH2:19][CH3:20])=[O:17].O>CN(C=O)C>[CH2:19]([O:18][C:16](=[O:17])[CH2:15][CH2:14][NH:1][C:2]1[C:11]([NH2:12])=[CH:10][C:9]2[C:4](=[CH:5][CH:6]=[CH:7][CH:8]=2)[CH:3]=1)[CH3:20]. Reported procedure: A solution of 2,3-diaminonaphthalene (14.3 g, 90.4 mmol) and ethyl 3-bromopropionate (14 mL, 0.108 mol) in DMF (150 mL) was heated to 50° C. for 24 h. The reaction mixture was poured into water (600 mL) and the product was extracted into CH2Cl2 (2×200 mL). The combined organics were washed three times with water and dried over Na2SO4. The solvent was evaporated in vacuo and the resultant residue was purified by flash chromatography using 27% to 40% EtOAc in hexane as the eluant to give the produ... The reactants are C1CCOC1, CC(C)O, CCCOC(=O)CCc1cn(CCC)c2c(-c3noc(-c4ccc(OC(C)C)c(Cl)c4)n3)cccc12, Cl, [Na+], [OH-], O. The product is CCCn1cc(CCC(=O)O)c2cccc(-c3noc(-c4ccc(OC(C)C)c(Cl)c4)n3)c21. Reaction SMILES: [CH2:40]1[O:41][CH2:42][CH2:43][CH2:44]1.[CH:45]([OH:46])([CH3:47])[CH3:48].[Cl:3][c:4]1[cH:5][c:6](-[c:14]2[n:15][c:16](-[c:19]3[cH:20][cH:21][cH:22][c:23]4[c:24]([CH2:31][CH2:32][C:33](=[O:34])[O:35][CH2:36][CH2:37][CH3:38])[cH:25][n:26]([CH2:28][CH2:29][CH3:30])[c:27]34)[n:17][o:18]2)[cH:7][cH:8][c:9]1[O:10][CH:11]([CH3:12])[CH3:13].[ClH:39].[Na+:2].[OH-:1].[OH2:49]>>[Cl:3][c:4]1[cH:5][c:6](-[c:14]2[n:15][c:16](-[c:19]3[cH:20][cH:21][cH:22][c:23]4[c:24]([CH2:31][CH2:32][C:33](=[O:34])[OH:35])[cH:25][n:26]([CH2:28][CH2:29][CH3:30])[c:27]34)[n:17][o:18]2)[cH:7][cH:8][c:9]1[O:10][CH:11]([CH3:12])[CH3:13].